This data is from the Open Reaction Database (ORD), a public repository of structured organic reaction records. The task is: describe an organic reaction: reactants, conditions, products, and yield The reactants are O=C1CCC(=O)N1Br, CN(C(=O)OC(C)(C)C)C1CN(c2nccn3nnnc23)C1, CN(C)C=O, O. The product is CN(C(=O)OC(C)(C)C)C1CN(c2ncc(Br)n3nnnc23)C1. As a reaction SMILES: [Br:28][N:29]1[C:30](=[O:31])[CH2:32][CH2:33][C:34]1=[O:35].[CH3:1][N:2]([C:3]([O:4][C:5]([CH3:6])([CH3:7])[CH3:8])=[O:9])[CH:10]1[CH2:11][N:12]([c:14]2[c:15]3[n:16]([cH:17][cH:18][n:19]2)[n:20][n:21][n:22]3)[CH2:13]1.[O:23]=[CH:24][N:25]([CH3:26])[CH3:27].[OH2:36]>>[CH3:1][N:2]([C:3]([O:4][C:5]([CH3:6])([CH3:7])[CH3:8])=[O:9])[CH:10]1[CH2:11][N:12]([c:14]2[c:15]3[n:16]([c:17]([Br:28])[cH:18][n:19]2)[n:20][n:21][n:22]3)[CH2:13]1. Reactants: CC(C)(C)c1cc(CC2CO2)cc(C(C)(C)C)c1O, CO, NC(N)=S, O. Product: CC(C)(C)c1cc(CC2CS2)cc(C(C)(C)C)c1O. Reaction SMILES: [C:1]([CH3:2])([CH3:3])([CH3:4])[c:5]1[cH:6][c:7]([CH2:8][CH:9]2[O:10][CH2:11]2)[cH:12][c:13]([C:16]([CH3:17])([CH3:18])[CH3:19])[c:14]1[OH:15].[CH3:25][OH:26].[NH2:20][C:21]([NH2:22])=[S:23].[OH2:24]>>[C:1]([CH3:2])([CH3:3])([CH3:4])[c:5]1[cH:6][c:7]([CH2:8][CH:9]2[CH2:11][S:23]2)[cH:12][c:13]([C:16]([CH3:17])([CH3:18])[CH3:19])[c:14]1[OH:15]. The reactants are C(C)(=O)C1=CC=C(C=C1)SC=1C=C(C=CC1)C1(CN(CC1)CC(F)(F)F)OC (3-[3-(4-acetylphenylthio)phenyl]-3-methoxy-1-(2,2,2-trifluoroethyl)pyrrolidine), Cl.NO (hydroxylamine hydrochloride). The product is ON=C(C)C1=CC=C(C=C1)SC=1C=C(C=CC1)C1(CN(CC1)CC(F)(F)F)OC (3-{3-[4-(1-hydroxyiminoethyl)phenylthio]phenyl}-3-methoxy-1-(2,2,2-trifluoroethyl)pyrrolidine). Yield: 63.0%. Reaction SMILES: [C:1]([C:4]1[CH:9]=[CH:8][C:7]([S:10][C:11]2[CH:12]=[C:13]([C:17]3([O:27][CH3:28])[CH2:21][CH2:20][N:19]([CH2:22][C:23]([F:26])([F:25])[F:24])[CH2:18]3)[CH:14]=[CH:15][CH:16]=2)=[CH:6][CH:5]=1)(=O)[CH3:2].Cl.[NH2:30][OH:31]>>[OH:31][N:30]=[C:1]([C:4]1[CH:9]=[CH:8][C:7]([S:10][C:11]2[CH:12]=[C:13]([C:17]3([O:27][CH3:28])[CH2:21][CH2:20][N:19]([CH2:22][C:23]([F:26])([F:25])[F:24])[CH2:18]3)[CH:14]=[CH:15][CH:16]=2)=[CH:6][CH:5]=1)[CH3:2] |f:1.2|. Procedure: Using an analogous procedure to that described in Example 27, 3-[3-(4-acetylphenylthio)phenyl]-3-methoxy-1-(2,2,2-trifluoroethyl)pyrrolidine was reacted with hydroxylamine hydrochloride to give 3-{3-[4-(1-hydroxyiminoethyl)phenylthio]phenyl}-3-methoxy-1-(2,2,2-trifluoroethyl)pyrrolidine in 63% yield, m.p. 86°-88° C. The reactants are [BH4-], CCO, NC1CCCc2ccccc21, O=Cc1cccc(Oc2ccc(Cl)cc2)c1, [Na+]. Product: Clc1ccc(Oc2cccc(CNC3CCCc4ccccc43)c2)cc1. RXN SMILES: [BH4-:28].[CH3:30][CH2:31][OH:32].[CH:17]1([NH2:27])[CH2:18][CH2:19][CH2:20][c:21]2[cH:22][cH:23][cH:24][cH:25][c:26]21.[Cl:1][c:2]1[cH:3][cH:4][c:5]([O:6][c:7]2[cH:8][c:9]([CH:10]=[O:11])[cH:12][cH:13][cH:14]2)[cH:15][cH:16]1.[Na+:29]>>[Cl:1][c:2]1[cH:3][cH:4][c:5]([O:6][c:7]2[cH:8][c:9]([CH2:10][NH:27][CH:17]3[CH2:18][CH2:19][CH2:20][c:21]4[cH:22][cH:23][cH:24][cH:25][c:26]43)[cH:12][cH:13][cH:14]2)[cH:15][cH:16]1.